Dataset: the Open Reaction Database (ORD), a public repository of structured organic reaction records. Task: describe an organic reaction: reactants, conditions, products, and yield The reactants are BrCC1=C2N=C(C(=NC2=CC(=C1)[N+](=O)[O-])OC)OC (5-bromomethyl-7-nitro-2,3-dimethoxyquinoxaline), NC1=C(C=CC=C1)P(OCC)(OCC)=O (diethyl 2-aminophenylphosphonate), C(C)(C)N(CC)C(C)C (diisopropylethylamine). The solvent is C(C)#N (acetonitrile). The product is COC1=NC2=CC(=CC(=C2N=C1OC)CNC1=C(C=CC=C1)P(OCC)(OCC)=O)[N+](=O)[O-] (Diethyl N-(2,3-dimethoxy-7-nitroquinoxalin-5-ylmethyl)-2-aminophenylphosphonate). As a reaction SMILES: Br[CH2:2][C:3]1[CH:12]=[C:11]([N+:13]([O-:15])=[O:14])[CH:10]=[C:9]2[C:4]=1[N:5]=[C:6]([O:18][CH3:19])[C:7]([O:16][CH3:17])=[N:8]2.[NH2:20][C:21]1[CH:26]=[CH:25][CH:24]=[CH:23][C:22]=1[P:27](=[O:34])([O:31][CH2:32][CH3:33])[O:28][CH2:29][CH3:30].C(N(C(C)C)CC)(C)C>C(#N)C>[CH3:17][O:16][C:7]1[C:6]([O:18][CH3:19])=[N:5][C:4]2[C:9](=[CH:10][C:11]([N+:13]([O-:15])=[O:14])=[CH:12][C:3]=2[CH2:2][NH:20][C:21]2[CH:26]=[CH:25][CH:24]=[CH:23][C:22]=2[P:27](=[O:34])([O:28][CH2:29][CH3:30])[O:31][CH2:32][CH3:33])[N:8]=1. Reported procedure: 190 mg (0.579 mmol) of 5-bromomethyl-7-nitro-2,3-dimethoxyquinoxaline, 159 mg (1.2 eq.) of diethyl 2-aminophenylphosphonate and 0.2 ml (2 eq.) of diisopropylethylamine are stirred at reflux for 20 hours in 8 ml of acetonitrile. The reaction mixture is evaporated and the residue is extracted with water and ethyl acetate. The combined organic phases are dried using brine and magnesium sulfate and evaporated. The title compound is obtained as a yellow solid. The reactants are CC(F)(F)C(O)c1ccc(Br)cc1, CC(C)(C)CC(=O)N1CCC2(CC1)CCN(c1ccc(C(O)C(F)(F)F)cc1)C2=O, CC(C)(C)CC(=O)N1CCC2(CCNC2=O)CC1. Reaction SMILES: [Br:49][c:50]1[cH:51][cH:52][c:53]([CH:56]([C:57]([CH3:58])([F:59])[F:60])[OH:61])[cH:54][cH:55]1.[CH3:19][C:20]([CH3:21])([CH3:22])[CH2:23][C:24]([N:25]1[CH2:26][CH2:27][C:28]2([C:29](=[O:30])[N:31]([c:32]3[cH:33][cH:34][c:35]([CH:36]([OH:37])[C:38]([F:39])([F:40])[F:41])[cH:42][cH:43]3)[CH2:44][CH2:45]2)[CH2:46][CH2:47]1)=[O:48].[CH3:1][C:2]([CH2:3][C:4](=[O:5])[N:6]1[CH2:7][CH2:8][C:9]2([CH2:10][CH2:11][NH:12][C:13]2=[O:14])[CH2:15][CH2:16]1)([CH3:17])[CH3:18]>>[CH3:1][C:2]([CH2:3][C:4](=[O:5])[N:6]1[CH2:7][CH2:8][C:9]2([CH2:10][CH2:11][N:12]([c:50]3[cH:51][cH:52][c:53]([CH:56]([C:57]([CH3:58])([F:59])[F:60])[OH:61])[cH:54][cH:55]3)[C:13]2=[O:14])[CH2:15][CH2:16]1)([CH3:17])[CH3:18]. Yields the product CC(C)(C)CC(=O)N1CCC2(CC1)CCN(c1ccc(C(O)C(C)(F)F)cc1)C2=O.